This data is from the Open Reaction Database (ORD), a public repository of structured organic reaction records. The task is: describe an organic reaction: reactants, conditions, products, and yield The reactants are CC(=Cc1ccc(C(C)C)cc1)CBr, Cc1ccc(O)cc1, [H-], [Na+], CN(C)C=O, O. Product: CC(=Cc1ccc(C(C)C)cc1)COc1ccc(C)cc1. RXN SMILES: [Br:11][CH2:12][C:13](=[CH:14][c:15]1[cH:16][cH:17][c:18]([CH:21]([CH3:22])[CH3:23])[cH:19][cH:20]1)[CH3:24].[CH3:1][c:2]1[cH:3][cH:4][c:5]([OH:6])[cH:7][cH:8]1.[H-:9].[Na+:10].[O:26]=[CH:27][N:28]([CH3:29])[CH3:30].[OH2:25]>>[CH3:1][c:2]1[cH:3][cH:4][c:5]([O:6][CH2:12][C:13](=[CH:14][c:15]2[cH:16][cH:17][c:18]([CH:21]([CH3:22])[CH3:23])[cH:19][cH:20]2)[CH3:24])[cH:7][cH:8]1. Starting materials: CC1(C)OB(c2cnn(C3CCNCC3)c2)OC1(C)C, C=CS(C)(=O)=O, CCN(C(C)C)C(C)C, CN(C)C=O. Yields the product CC1(C)OB(c2cnn(C3CCN(CCS(C)(=O)=O)CC3)c2)OC1(C)C. RXN SMILES: [CH3:1][C:2]1([CH3:20])[O:3][B:4]([c:9]2[cH:10][n:11][n:12]([CH:14]3[CH2:15][CH2:16][NH:17][CH2:18][CH2:19]3)[cH:13]2)[O:5][C:6]1([CH3:7])[CH3:8].[CH3:21][S:22](=[O:23])(=[O:24])[CH:25]=[CH2:26].[CH:27]([N:28]([CH2:29][CH3:30])[CH:31]([CH3:32])[CH3:33])([CH3:34])[CH3:35].[O:36]=[CH:37][N:38]([CH3:39])[CH3:40]>>[CH3:1][C:2]1([CH3:20])[O:3][B:4]([c:9]2[cH:10][n:11][n:12]([CH:14]3[CH2:15][CH2:16][N:17]([CH2:26][CH2:25][S:22]([CH3:21])(=[O:23])=[O:24])[CH2:18][CH2:19]3)[cH:13]2)[O:5][C:6]1([CH3:7])[CH3:8]. Reactants: COC1=CC=C(CCl)C=C1 (4-methoxybenzyl chloride), ice water, [Na] (Sodium), NC=1C=C(C=CC1)S (3-aminothiophenol). Conditions: time 1 hour. The solvent is C(C)#N (acetonitrile), CN(C)C=O (DMF). Yields the product COC1=CC=C(C=C1)CSC=1C=C(N)C=CC1 (3-(((4-Methoxyphenyl)methyl)thio)aniline). Procedure: Sodium ydride (99%, 8.22 g) was added in portions of a stirred solution of 3-aminothiophenol (44.23 g) in dry DMF (132 ml) at 0° . After 30 minutes a solution of 4-methoxybenzyl chloride (53.61 g) in acetonitrile (132 ml) was added dropwise and the mixture was stirred 30 minutes at 0° and 1 hour more at ambient temperature. The mixture was poured into ice-water (200 ml) and the resulting solid was collected by filtration and dried in air to provide the title compound, m.p. 85°-86°. As a reaction SMILES: [Na].[NH2:2][C:3]1[CH:4]=[C:5]([SH:9])[CH:6]=[CH:7][CH:8]=1.[CH3:10][O:11][C:12]1[CH:19]=[CH:18][C:15]([CH2:16]Cl)=[CH:14][CH:13]=1>CN(C=O)C.C(#N)C>[CH3:10][O:11][C:12]1[CH:19]=[CH:18][C:15]([CH2:16][S:9][C:5]2[CH:4]=[C:3]([CH:8]=[CH:7][CH:6]=2)[NH2:2])=[CH:14][CH:13]=1 |^1:0|.